describe an organic reaction: reactants, conditions, products, and yield From a dataset of the Open Reaction Database (ORD), a public repository of structured organic reaction records. Starting materials: C(C)OC=1C=C(C=O)C=CC1O (3-ethoxy-4-hydroxybenzaldehyde), ICCCCCC (1-iodohexane), C1(CCCCC1)NO (N-cyclohexylhydroxylamine). Yields the product C(C)OC=1C=C(C=CC1OCCCCCC)C=[N+]([O-])C1CCCCC1 (α-(3-Ethoxy-4-hexyloxyphenyl)-N-cyclohexylnitrone). As a reaction SMILES: [CH2:1]([O:3][C:4]1[CH:5]=[C:6]([CH:9]=[CH:10][C:11]=1[OH:12])[CH:7]=O)[CH3:2].I[CH2:14][CH2:15][CH2:16][CH2:17][CH2:18][CH3:19].[CH:20]1([NH:26][OH:27])[CH2:25][CH2:24][CH2:23][CH2:22][CH2:21]1>>[CH2:1]([O:3][C:4]1[CH:5]=[C:6]([CH:7]=[N+:26]([CH:20]2[CH2:25][CH2:24][CH2:23][CH2:22][CH2:21]2)[O-:27])[CH:9]=[CH:10][C:11]=1[O:12][CH2:14][CH2:15][CH2:16][CH2:17][CH2:18][CH3:19])[CH3:2]. Procedure: The title compound was prepared according to the procedure described in Example 28 using 3-ethoxy-4-hydroxybenzaldehyde, 1-iodohexane and N-cyclohexylhydroxylamine. The title compound was isolated in 41.3 % yield as a solid, m.p. 67.3° C.